This data is from the Open Reaction Database (ORD), a public repository of structured organic reaction records. The task is: describe an organic reaction: reactants, conditions, products, and yield Reactants: [OH-].[Na+] (sodium hydroxide), 51, ice water, OC1=CC=C(C=C1)NC(N(C)C)=O (N'-(4-hydroxyphenyl)-N,N-dimethyl urea), ClC1=[N+](C(=CC=C1)Cl)[O-] (2,6-dichloropyridine-N-oxide). The solvent is CS(=O)C (dimethylsulfoxide). Product: ClC1=CC=CC(=N1)OC1=CC=C(C=C1)NC([N+](C)(C)[O-])=O (N'-(4-((6-chloro-2-pyridinyl)oxy)phenyl)-N,N-dimethyl urea-1-oxide). RXN SMILES: [OH-:1].[Na+].[OH:3][C:4]1[CH:9]=[CH:8][C:7]([NH:10][C:11](=[O:15])[N:12]([CH3:14])[CH3:13])=[CH:6][CH:5]=1.[Cl:16][C:17]1[CH:22]=[CH:21][CH:20]=[C:19](Cl)[N+:18]=1[O-]>CS(C)=O>[Cl:16][C:17]1[N:18]=[C:19]([O:3][C:4]2[CH:5]=[CH:6][C:7]([NH:10][C:11](=[O:15])[N+:12]([O-:1])([CH3:13])[CH3:14])=[CH:8][CH:9]=2)[CH:20]=[CH:21][CH:22]=1 |f:0.1|. Procedure: Dry powdered sodium hydroxide (2.44 grams; 0.061 mole) was dissolved in 110 ml. of warm dimethylsulfoxide and N'-(4-hydroxyphenyl)-N,N-dimethyl urea (11.0 grams; 0.061 mole) and 2,6-dichloropyridine-N-oxide added thereto. The reaction mixture was stirred at a temperature of about 60° C. for a period of 51/2 hours. After this period, about three-fourths of the solvent carrier was removed by vacuum distillation and the residual oil thus obtained poured into ice water. The aqueous mixture was extra...